From a dataset of the Open Reaction Database (ORD), a public repository of structured organic reaction records. describe an organic reaction: reactants, conditions, products, and yield Reaction SMILES: [CH3:1][c:2]1[c:3]([CH:8]([CH2:9][CH2:10][C:11](=[O:12])[O:13][C:14]([CH3:15])([CH3:16])[CH3:17])[O:18][c:19]2[c:20]([N+:33](=[O:34])[O-:35])[cH:21][cH:22][c:23]([O:25][CH2:26][c:27]3[cH:28][n:29][cH:30][cH:31][cH:32]3)[cH:24]2)[cH:4][cH:5][cH:6][cH:7]1.[CH3:40][OH:41].[CH3:42][CH2:43][CH2:44][CH2:45][CH3:46].[ClH:39].[Na+:37].[OH-:36].[OH2:38]>>[CH3:1][c:2]1[c:3]([CH:8]([CH2:9][CH2:10][C:11](=[O:12])[OH:13])[O:18][c:19]2[c:20]([N+:33](=[O:34])[O-:35])[cH:21][cH:22][c:23]([O:25][CH2:26][c:27]3[cH:28][n:29][cH:30][cH:31][cH:32]3)[cH:24]2)[cH:4][cH:5][cH:6][cH:7]1. Yields the product Cc1ccccc1C(CCC(=O)O)Oc1cc(OCc2cccnc2)ccc1[N+](=O)[O-]. Reactants: Cc1ccccc1C(CCC(=O)OC(C)(C)C)Oc1cc(OCc2cccnc2)ccc1[N+](=O)[O-], CO, CCCCC, Cl, [Na+], [OH-], O. Reactants: O=C(O)C(=O)c1cc(F)cc(F)c1, CC(N)C(=O)NC1N=C(c2ccccc2)c2ccccc2N(C)C1=O. Product: CC(NC(=O)C(=O)c1cc(F)cc(F)c1)C(=O)NC1N=C(c2ccccc2)c2ccccc2N(C)C1=O. As a reaction SMILES: [F:1][c:2]1[cH:3][c:4]([C:9]([C:10](=[O:11])[OH:12])=[O:13])[cH:5][c:6]([F:8])[cH:7]1.[NH2:14][CH:15]([CH3:16])[C:17](=[O:18])[NH:19][CH:20]1[C:21](=[O:38])[N:22]([CH3:37])[c:23]2[c:24]([cH:33][cH:34][cH:35][cH:36]2)[C:25]([c:27]2[cH:28][cH:29][cH:30][cH:31][cH:32]2)=[N:26]1>>[F:1][c:2]1[cH:3][c:4]([C:9]([C:10](=[O:12])[NH:14][CH:15]([CH3:16])[C:17](=[O:18])[NH:19][CH:20]2[C:21](=[O:38])[N:22]([CH3:37])[c:23]3[c:24]([cH:33][cH:34][cH:35][cH:36]3)[C:25]([c:27]3[cH:28][cH:29][cH:30][cH:31][cH:32]3)=[N:26]2)=[O:13])[cH:5][c:6]([F:8])[cH:7]1. The reactants are [Zn](C)C (ZnMe2), ClC1=CC=C(C=N1)CC1=CC(=NC2=CC=CC=C12)C(=O)N[C@@H]1[C@H](CCCC1)O (4-[(6-Chloropyridin-3-yl)methyl]-N-[(1S,2S)-2-hydroxycyclohexyl]quinoline-2-carboxamide), [Zn](C)C (ZnMe2). The reagents and catalysts are C1=CC=C(C=C1)P([C-]2C=CC=C2)C3=CC=CC=C3.C1=CC=C(C=C1)P([C-]2C=CC=C2)C3=CC=CC=C3.Cl[Pd]Cl.[Fe+2] (PdCl2(dppf)), C1=CC=C(C=C1)P([C-]2C=CC=C2)C3=CC=CC=C3.C1=CC=C(C=C1)P([C-]2C=CC=C2)C3=CC=CC=C3.Cl[Pd]Cl.[Fe+2] (PdCl2(dppf)). The solvent is C1CCOC1 (THF), C1(=CC=CC=C1)C (toluene). Reaction conditions: temperature 50 celsius, time 2 hour. The product is O[C@@H]1[C@H](CCCC1)NC(=O)C1=NC2=CC=CC=C2C(=C1)CC=1C=NC(=CC1)C (N-[(1S,2S)-2-Hydroxycyclohexyl]-4-[(6-methylpyridin-3-yl)methyl]quinoline-2-carboxamide). As a reaction SMILES: Cl[C:2]1[N:7]=[CH:6][C:5]([CH2:8][C:9]2[C:18]3[C:13](=[CH:14][CH:15]=[CH:16][CH:17]=3)[N:12]=[C:11]([C:19]([NH:21][C@H:22]3[CH2:27][CH2:26][CH2:25][CH2:24][C@@H:23]3[OH:28])=[O:20])[CH:10]=2)=[CH:4][CH:3]=1.[Zn](C)[CH3:30]>C1COCC1.C1(C)C=CC=CC=1.C1C=CC(P(C2C=CC=CC=2)[C-]2C=CC=C2)=CC=1.C1C=CC(P(C2C=CC=CC=2)[C-]2C=CC=C2)=CC=1.Cl[Pd]Cl.[Fe+2]>[OH:28][C@H:23]1[CH2:24][CH2:25][CH2:26][CH2:27][C@@H:22]1[NH:21][C:19]([C:11]1[CH:10]=[C:9]([CH2:8][C:5]2[CH:6]=[N:7][C:2]([CH3:30])=[CH:3][CH:4]=2)[C:18]2[C:13](=[CH:14][CH:15]=[CH:16][CH:17]=2)[N:12]=1)=[O:20] |f:4.5.6.7|. Procedure: To a solution of Example 1 (94 mg, 0.237 mmol) and PdCl2(dppf) (18 mg, 0.047 mmol) in THF (1 ml) at room temperature was added ZnMe2 in toluene (1.2 M, 0.4 mL). The reaction mixture was stirred at 50° C. for 2 h. A second portion of ZnMe2 (0.6 mL) and PdCl2(dppf) (18 mg) was added. The reaction was heated at 50° C. for 3 h, cooled and quenched by sat. aqueous NaHCO3. The mixture was extracted with EtOAc, dried over Na2SO4, filtered and concentrated. Purification by reverse-phase HPLC (C-18 colum... Starting materials: C(C)(C)(C)C1=C(C(=O)O)C=CC(=C1CN(C)C(C(CC1=CNC2=CC=CC=C12)O)=O)N (t-butyl-4-amino-3-[(2-hydroxy-3-indol-3-yl-N-methylpropanoylamino)methyl]benzoic acid), C(=O)(C(F)(F)F)O (TFA). Run in C(Cl)Cl (CH2Cl2). Run at time 12 hour. Product: FC(C(=O)O)(F)F.NC1=C(C=C(C(=O)O)C=C1)CN(C)C(C(CC1=CNC2=CC=CC=C12)O)=O (4-Amino-3-[(2-hydroxy-3-indol-3-yl-N-methylpropanoylamino)methyl]benzoic acid trifluoro acetate). As a reaction SMILES: C([C:5]1[C:13]([CH2:14][N:15]([C:17](=[O:30])[CH:18]([OH:29])[CH2:19][C:20]2[C:28]3[C:23](=[CH:24][CH:25]=[CH:26][CH:27]=3)[NH:22][CH:21]=2)[CH3:16])=[C:12]([NH2:31])[CH:11]=[CH:10][C:6]=1[C:7]([OH:9])=[O:8])(C)(C)C.[C:32]([OH:38])([C:34]([F:37])([F:36])[F:35])=[O:33]>C(Cl)Cl>[F:35][C:34]([F:37])([F:36])[C:32]([OH:38])=[O:33].[NH2:31][C:12]1[CH:11]=[CH:10][C:6]([C:7]([OH:9])=[O:8])=[CH:5][C:13]=1[CH2:14][N:15]([C:17](=[O:30])[CH:18]([OH:29])[CH2:19][C:20]1[C:28]2[C:23](=[CH:24][CH:25]=[CH:26][CH:27]=2)[NH:22][CH:21]=1)[CH3:16] |f:3.4|. Reported procedure: To a stirred solution of t-butyl-4-amino-3-[(2-hydroxy-3-indol-3-yl-N-methylpropanoylamino)methyl]benzoic acid (0.99 g, 2.34 mmole) in CH2Cl2 (20 mL) at RT was added TFA (20 mL). After 12 hr, the reaction contents were evaporated, washed with Et2O and dried under high vacuum overnight affording the title compound (0.86 g, 2.34 mmol) as a pink solid. This product was used without further purification: MS (ES) m/e 369 (M+H-TFA)+. Starting materials: C(#N)C=1C=NN(C1N(C(C)=O)C(C)=O)C1=C(C(=C(C=C1)Cl)Cl)Cl (4-Cyano-5-diacetylamino-1-(2,3,4-trichlorophenyl)pyrazole). Reagents/catalysts: C([O-])(O)=O.[Na+] (sodium bicarbonate). Run in C(C)O (ethanol). The product is C(C)(=O)NC1=C(C=NN1C1=C(C(=C(C=C1)Cl)Cl)Cl)C#N (5-acetamido-4-cyano-1-(2,3,4-trichlorophenyl)pyrazole). The yield is 50.7%. As a reaction SMILES: [C:1]([C:3]1[CH:4]=[N:5][N:6]([C:15]2[CH:20]=[CH:19][C:18]([Cl:21])=[C:17]([Cl:22])[C:16]=2[Cl:23])[C:7]=1[N:8](C(=O)C)[C:9](=[O:11])[CH3:10])#[N:2]>C(O)C.C(=O)(O)[O-].[Na+]>[C:9]([NH:8][C:7]1[N:6]([C:15]2[CH:20]=[CH:19][C:18]([Cl:21])=[C:17]([Cl:22])[C:16]=2[Cl:23])[N:5]=[CH:4][C:3]=1[C:1]#[N:2])(=[O:11])[CH3:10] |f:2.3|. Reported procedure: 4-Cyano-5-diacetylamino-1-(2,3,4-trichlorophenyl)pyrazole (0.2 g) in ethanol (5 ml) containing saturated aqueous sodium bicarbonate solution (4 drops), was heated at reflux for 20 minutes. The reaction mixture was then evaporated to dryness under reduced pressure (20 mmHg) to give a fawn coloured powder which was crystallized from ethanol (2 ml), to give 5-acetamido-4-cyano-1-(2,3,4-trichlorophenyl)pyrazole (0.09 g), m.p. 222°-224° C., in the form of a colourless crystalline solid. The reactants are COC(=O)c1nc(N(C)S(=O)(=O)CCCCNC(=O)c2cc(F)ccc2CNC(=O)OC(C)(C)C)c2cccnc2c1OS(=O)(=O)c1ccc(C)cc1, C1CCOC1, CCOC(C)=O, Cl, [Li+], [OH-], O. The product is Cc1ccc(S(=O)(=O)Oc2c(C(=O)O)nc(N(C)S(=O)(=O)CCCCNC(=O)c3cc(F)ccc3CNC(=O)OC(C)(C)C)c3cccnc23)cc1. RXN SMILES: [C:1]([CH3:2])([CH3:3])([CH3:4])[O:5][C:6](=[O:7])[NH:8][CH2:9][c:10]1[c:11]([C:12](=[O:13])[NH:14][CH2:15][CH2:16][CH2:17][CH2:18][S:19](=[O:20])(=[O:21])[N:22]([CH3:23])[c:24]2[c:25]3[cH:26][cH:27][cH:28][n:29][c:30]3[c:31]([O:38][S:39](=[O:40])(=[O:41])[c:42]3[cH:43][cH:44][c:45]([CH3:46])[cH:47][cH:48]3)[c:32]([C:34](=[O:35])[O:36][CH3:37])[n:33]2)[cH:49][c:50]([F:53])[cH:51][cH:52]1.[CH2:54]1[O:55][CH2:56][CH2:57][CH2:58]1.[CH3:63][CH2:64][O:65][C:66](=[O:67])[CH3:68].[ClH:61].[Li+:59].[OH-:60].[OH2:62]>>[C:1]([CH3:2])([CH3:3])([CH3:4])[O:5][C:6](=[O:7])[NH:8][CH2:9][c:10]1[c:11]([C:12](=[O:13])[NH:14][CH2:15][CH2:16][CH2:17][CH2:18][S:19](=[O:20])(=[O:21])[N:22]([CH3:23])[c:24]2[c:25]3[cH:26][cH:27][cH:28][n:29][c:30]3[c:31]([O:38][S:39](=[O:40])(=[O:41])[c:42]3[cH:43][cH:44][c:45]([CH3:46])[cH:47][cH:48]3)[c:32]([C:34](=[O:35])[OH:36])[n:33]2)[cH:49][c:50]([F:53])[cH:51][cH:52]1. Yield: 49.0%. The reactants are BrCCCC1=C(C=CC=C1)CC(C(=O)OCC)(C(=O)OCC)NC(C)=O (ethyl 3-[2-(3-bromopropyl)phenyl]-2-acetamido-2-carboethoxypropanoate), C(C)OP(OCC)OCC (triethylphosphite). Reported procedure: A solution of 7.5 g (17.5 mmol) of ethyl 3-[2-(3-bromopropyl)phenyl]-2-acetamido-2-carboethoxypropanoate in 20 mL of freshly distilled triethylphosphite was stirred at reflux for 6 h. The excess P(OEt)3 and the volatile by-products were removed from the mixture by distillation under vacuum. The remaining viscous oil was chromatographed on a column of silica gel with ethyl acetate as eluant. The combined fractions were concentrated under reduced pressure to yield 4.2 g (49%) of the product as a v... The product is C(C)OP(=O)(OCC)CCCC1=C(C=CC=C1)CC(C(=O)OCC)(C(=O)OCC)NC(C)=O (Ethyl 3-[2-(3-diethylphosphonopropyl)phenyl]-2-acetamido-2-carboethoxy-propanoate). Reaction SMILES: Br[CH2:2][CH2:3][CH2:4][C:5]1[CH:10]=[CH:9][CH:8]=[CH:7][C:6]=1[CH2:11][C:12]([NH:23][C:24](=[O:26])[CH3:25])([C:18]([O:20][CH2:21][CH3:22])=[O:19])[C:13]([O:15][CH2:16][CH3:17])=[O:14].[CH2:27]([O:29][P:30]([O:34]CC)[O:31][CH2:32][CH3:33])[CH3:28]>>[CH2:27]([O:29][P:30]([CH2:2][CH2:3][CH2:4][C:5]1[CH:10]=[CH:9][CH:8]=[CH:7][C:6]=1[CH2:11][C:12]([NH:23][C:24](=[O:26])[CH3:25])([C:18]([O:20][CH2:21][CH3:22])=[O:19])[C:13]([O:15][CH2:16][CH3:17])=[O:14])([O:31][CH2:32][CH3:33])=[O:34])[CH3:28]. The reactants are NC=1C=CC2=C(C(NCC3N2CCN(C3)CC3=CC=CC=C3)=O)C1 (9-amino-3-benzyl-2,3,4,4a,5,6-hexahydrobenzo[f]pyrazino[1,2-a][1,4]diazepin-7(1H)-one), N(=O)[O-].[Na+] (sodium nitrite), Cl (HCl). Run in [PH2](=O)O (hypophosphorous acid), O (water), O (water). Conditions: time 10 minute. Yields the product C(C1=CC=CC=C1)N1CC2N(C3=C(C(NC2)=O)C=CC=C3)CC1 (3-benzyl-2,3,4,4a,5,6-hexahydropyrazino[1,2-a][1,4]benzodiazepin-7(1H)-one). RXN SMILES: N([O-])=O.[Na+].N[C:6]1[CH:7]=[CH:8][C:9]2[N:15]3[CH2:16][CH2:17][N:18]([CH2:20][C:21]4[CH:26]=[CH:25][CH:24]=[CH:23][CH:22]=4)[CH2:19][CH:14]3[CH2:13][NH:12][C:11](=[O:27])[C:10]=2[CH:28]=1.Cl>O.[PH2](O)=O>[CH2:20]([N:18]1[CH2:17][CH2:16][N:15]2[C:9]3[CH:8]=[CH:7][CH:6]=[CH:28][C:10]=3[C:11](=[O:27])[NH:12][CH2:13][CH:14]2[CH2:19]1)[C:21]1[CH:26]=[CH:25][CH:24]=[CH:23][CH:22]=1 |f:0.1|. Reported procedure: A solution of sodium nitrite (0.033 g, 0.478 mmol) in water (2.171 mL) was added to an ice bath chilled solution of Example 45H (0.14 g, 0.434 mmol) in hypophosphorous acid, solution in water (9.03 mL, 87 mmol, 9.63 M) and HCl (2.140 mL, 26.1 mmol, 12.2 M). A sample was taken out after 10 minutes, quenched with 1 M NaOH (aqueous), and the reaction was determined to be complete by LC/MS. The reaction mixture was allowed to reach room temperature and was poured into 100 mL 1 M NaOH (aqueous). Addi... The reactants are CCN(C(C)C)C(C)C, O=CCCc1cc(-c2ccc(Cl)cc2)n(-c2ccccc2)n1, Fc1ccccc1N1CCNCC1. The product is Fc1ccccc1N1CCN(CCCc2cc(-c3ccc(Cl)cc3)n(-c3ccccc3)n2)CC1. As a reaction SMILES: [CH:36]([N:37]([CH2:38][CH3:39])[CH:40]([CH3:41])[CH3:42])([CH3:43])[CH3:44].[Cl:1][c:2]1[cH:3][cH:4][c:5](-[c:8]2[cH:9][c:10]([CH2:19][CH2:20][CH:21]=[O:22])[n:11][n:12]2-[c:13]2[cH:14][cH:15][cH:16][cH:17][cH:18]2)[cH:6][cH:7]1.[F:23][c:24]1[c:25]([N:30]2[CH2:31][CH2:32][NH:33][CH2:34][CH2:35]2)[cH:26][cH:27][cH:28][cH:29]1>>[Cl:1][c:2]1[cH:3][cH:4][c:5](-[c:8]2[cH:9][c:10]([CH2:19][CH2:20][CH2:21][N:33]3[CH2:32][CH2:31][N:30]([c:25]4[c:24]([F:23])[cH:29][cH:28][cH:27][cH:26]4)[CH2:35][CH2:34]3)[n:11][n:12]2-[c:13]2[cH:14][cH:15][cH:16][cH:17][cH:18]2)[cH:6][cH:7]1. The reactants are [Si](C)(C)(C(C)(C)C)OCC1=CC=C(C(=O)NN)C=C1 (4-(((Tert-butyldimethylsilyl)oxy)methyl)benzohydrazide), Cl.C1(CC1)C(OCC)=N (ethyl cyclopropanecarbimidate hydrochloride). Yields the product [Si](C)(C)(C(C)(C)C)OCC1=CC=C(C=C1)C=1OC(=NN1)C1CC1 (2-(4-(((tert-butyldimethylsilyl)oxy)methyl)phenyl)-5-cyclopropyl-1,3,4-oxadiazole). Isolated yield 40.0%. As a reaction SMILES: [Si:1]([O:8][CH2:9][C:10]1[CH:19]=[CH:18][C:13]([C:14]([NH:16][NH2:17])=[O:15])=[CH:12][CH:11]=1)([C:4]([CH3:7])([CH3:6])[CH3:5])([CH3:3])[CH3:2].Cl.[CH:21]1([C:24](=N)OCC)[CH2:23][CH2:22]1>>[Si:1]([O:8][CH2:9][C:10]1[CH:11]=[CH:12][C:13]([C:14]2[O:15][C:24]([CH:21]3[CH2:23][CH2:22]3)=[N:17][N:16]=2)=[CH:18][CH:19]=1)([C:4]([CH3:7])([CH3:6])[CH3:5])([CH3:3])[CH3:2] |f:1.2|. Procedure details: 4-(((Tert-butyldimethylsilyl)oxy)methyl)benzohydrazide was reacted with ethyl cyclopropanecarbimidate hydrochloride according to the procedure used for the synthesis of Example 18. Purification by chromatography (EtOAc-hexanes) gave 2-(4-(((tert-butyldimethylsilyl)oxy)methyl)phenyl)-5-cyclopropyl-1,3,4-oxadiazole as a brown oil (3.7 g, 40% yield).